This data is from the Open Reaction Database (ORD), a public repository of structured organic reaction records. The task is: describe an organic reaction: reactants, conditions, products, and yield Starting materials: Cc1c(O)cccc1Br, [BH3-]C#N, O=C1Nc2ccccc2N=C2CCCC12, CO, CO, Cl, [Na+], [Na+], C1CCOC1, O, O=C([O-])O. Yields the product O=C1Nc2ccccc2NC2CCCC12. Reaction SMILES: [Br:16][c:17]1[cH:18][cH:19][cH:20][c:21]([OH:22])[c:23]1[CH3:24].[C:25]([BH3-:26])#[N:27].[CH2:1]1[CH2:2][CH2:3][C:4]2=[N:5][c:6]3[c:7]([cH:12][cH:13][cH:14][cH:15]3)[NH:8][C:9](=[O:11])[CH:10]12.[CH3:29][OH:30].[CH3:37][OH:38].[ClH:31].[Na+:28].[Na+:32].[O:39]1[CH2:40][CH2:41][CH2:42][CH2:43]1.[OH2:44].[OH:33][C:34](=[O:35])[O-:36]>>[CH2:1]1[CH2:2][CH2:3][CH:4]2[NH:5][c:6]3[c:7]([cH:12][cH:13][cH:14][cH:15]3)[NH:8][C:9](=[O:11])[CH:10]12. The reactants are CCOC(C)=O, Cc1nc(Cl)c([N+](=O)[O-])c(NCC(C)C)c1C. Yields the product Cc1nc(Cl)c(N)c(NCC(C)C)c1C. As a reaction SMILES: [CH3:18][CH2:19][O:20][C:21](=[O:22])[CH3:23].[Cl:1][c:2]1[n:3][c:4]([CH3:17])[c:5]([CH3:16])[c:6]([NH:11][CH2:12][CH:13]([CH3:14])[CH3:15])[c:7]1[N+:8]([O-:9])=[O:10]>>[Cl:1][c:2]1[n:3][c:4]([CH3:17])[c:5]([CH3:16])[c:6]([NH:11][CH2:12][CH:13]([CH3:14])[CH3:15])[c:7]1[NH2:8]. The reactants are Cc1ccc(C)c(N2CCN(C(=O)C3CN(S(=O)(=O)c4cccc(Cl)c4)CCN3C(=O)OC(C)(C)C)CC2)c1, CCO, Cl. Product: Cc1ccc(C)c(N2CCN(C(=O)C3CN(S(=O)(=O)c4cccc(Cl)c4)CCN3)CC2)c1. As a reaction SMILES: [C:1]([O:2][C:3](=[O:4])[N:8]1[CH:9]([C:24](=[O:25])[N:26]2[CH2:27][CH2:28][N:29]([c:32]3[c:33]([CH3:39])[cH:34][cH:35][c:36]([CH3:38])[cH:37]3)[CH2:30][CH2:31]2)[CH2:10][N:11]([S:14](=[O:15])(=[O:16])[c:17]2[cH:18][c:19]([Cl:23])[cH:20][cH:21][cH:22]2)[CH2:12][CH2:13]1)([CH3:5])([CH3:6])[CH3:7].[CH3:41][CH2:42][OH:43].[ClH:40]>>[NH:8]1[CH:9]([C:24](=[O:25])[N:26]2[CH2:27][CH2:28][N:29]([c:32]3[c:33]([CH3:39])[cH:34][cH:35][c:36]([CH3:38])[cH:37]3)[CH2:30][CH2:31]2)[CH2:10][N:11]([S:14](=[O:15])(=[O:16])[c:17]2[cH:18][c:19]([Cl:23])[cH:20][cH:21][cH:22]2)[CH2:12][CH2:13]1. The reactants are CO, COc1c(F)c(F)cc2c(=O)c3c(O)c(C(N)=O)sc3n(C3CC3)c12, CCOC(=O)c1c(S)n(C2CC2)c2c(OC)c(F)c(F)cc2c1=O, NC(=O)c1sc2c(c1O)c(=O)c1cc(F)c(F)cc1n2C1CC1, Cl, CC(C)(N)C1CCNC1, c1ccncc1. Product: COc1c(N2CCC(C(C)(C)N)C2)c(F)cc2c(=O)c3c(O)c(C(N)=O)sc3n(C3CC3)c12. Reaction SMILES: [CH3:89][OH:90].[CH:1]1([n:4]2[c:5]3[c:6]([c:7](=[O:18])[c:8]4[cH:9][c:10]([F:17])[c:11]([F:16])[c:12]([O:14][CH3:15])[c:13]24)[c:19]([OH:25])[c:20]([C:22](=[O:23])[NH2:24])[s:21]3)[CH2:2][CH2:3]1.[CH:26]1([n:27]2[c:28]3[c:29]([cH:30][c:31]([F:32])[c:33]([F:34])[c:35]3[O:36][CH3:37])[c:38](=[O:39])[c:40]([C:41]([O:42][CH2:43][CH3:44])=[O:45])[c:46]2[SH:47])[CH2:48][CH2:49]1.[CH:50]1([n:51]2[c:52]3[c:53]([cH:54][c:55]([F:56])[c:57]([F:58])[cH:59]3)[c:60](=[O:61])[c:62]3[c:63]([OH:64])[c:65]([C:66]([NH2:67])=[O:68])[s:69][c:70]23)[CH2:71][CH2:72]1.[ClH:82].[NH:73]1[CH2:74][CH:75]([C:78]([CH3:79])([CH3:80])[NH2:81])[CH2:76][CH2:77]1.[cH:83]1[cH:84][cH:85][n:86][cH:87][cH:88]1>>[CH:1]1([n:4]2[c:5]3[c:6]([c:7](=[O:18])[c:8]4[cH:9][c:10]([F:17])[c:11]([N:73]5[CH2:74][CH:75]([C:78]([CH3:79])([CH3:80])[NH2:81])[CH2:76][CH2:77]5)[c:12]([O:14][CH3:15])[c:13]24)[c:19]([OH:25])[c:20]([C:22](=[O:23])[NH2:24])[s:21]3)[CH2:2][CH2:3]1. The reactants are O=C1N(CCN1)C=1C=CC(=C(C#N)C1)C(=O)N1CCN(CC1)C1=NC(=C(C=C1C)C)C (5-(2-Oxoimidazolidin-1-yl)-2-[4-(3,5,6-trimethylpyridin-2-yl)piperazine-1-carbonyl]benzonitrile), [OH-].[Na+] (sodium hydroxide), FC(C(=O)O)(F)F (trifluoroacetic acid), S(O)(O)(=O)=O (sulfuric acid). The solvent is O (water). Conditions: temperature 10 celsius, time 1 hour. Product: O=C1N(CCN1)C=1C=CC(=C(C(=O)N)C1)C(=O)N1CCN(CC1)C1=NC(=C(C=C1C)C)C (5-(2-oxoimidazolidin-1-yl)-2-[4-(3,5,6-trimethylpyridin-2-yl)piperazine-1-carbonyl]benzamide). As a reaction SMILES: [O:1]=[C:2]1[NH:6][CH2:5][CH2:4][N:3]1[C:7]1[CH:8]=[CH:9][C:10]([C:15]([N:17]2[CH2:22][CH2:21][N:20]([C:23]3[C:28]([CH3:29])=[CH:27][C:26]([CH3:30])=[C:25]([CH3:31])[N:24]=3)[CH2:19][CH2:18]2)=[O:16])=[C:11]([CH:14]=1)[C:12]#[N:13].FC(F)(F)C(O)=[O:35].S(=O)(=O)(O)O.[OH-].[Na+]>O>[O:1]=[C:2]1[NH:6][CH2:5][CH2:4][N:3]1[C:7]1[CH:8]=[CH:9][C:10]([C:15]([N:17]2[CH2:18][CH2:19][N:20]([C:23]3[C:28]([CH3:29])=[CH:27][C:26]([CH3:30])=[C:25]([CH3:31])[N:24]=3)[CH2:21][CH2:22]2)=[O:16])=[C:11]([CH:14]=1)[C:12]([NH2:13])=[O:35] |f:3.4|. Procedure details: 5-(2-Oxoimidazolidin-1-yl)-2-[4-(3,5,6-trimethylpyridin-2-yl)piperazine-1-carbonyl]benzonitrile (418 mg) described in Example 445 was added to a solution of trifluoroacetic acid (1.12 mL) and concentrated sulfuric acid (0.28 mL) under cooling, and the mixture was stirred at 10° C. for 1 hr. Then, the reaction mixture was added to water under ice-cooling, neutralized with 4N aqueous sodium hydroxide solution and the to mixture was stirred for 1 hr. The obtained precipitate was collected by filtra...